This data is from the Open Reaction Database (ORD), a public repository of structured organic reaction records. The task is: describe an organic reaction: reactants, conditions, products, and yield Reactants: NC1=C(C#N)C(=CC=C1)NCC (2-amino-6-(ethylamino)benzonitrile), N1=CC=CC=C1 (pyridine), O (water), COCC(=O)Cl (methoxyacetyl chloride). Run in C(Cl)Cl (methylene chloride). Conditions: time 1 hour. Product: C(C)NC1=C(C#N)C(=CC=C1)NC(COC)=O (2-(ethylamino)-6-(methoxyacetylamino)benzonitrile). As a reaction SMILES: [NH2:1][C:2]1[CH:9]=[CH:8][CH:7]=[C:6]([NH:10][CH2:11][CH3:12])[C:3]=1[C:4]#[N:5].N1C=CC=CC=1.[CH3:19][O:20][CH2:21][C:22](Cl)=[O:23].O>C(Cl)Cl>[CH2:11]([NH:10][C:6]1[CH:7]=[CH:8][CH:9]=[C:2]([NH:1][C:22](=[O:23])[CH2:21][O:20][CH3:19])[C:3]=1[C:4]#[N:5])[CH3:12]. Reported procedure: To a solution of 2-amino-6-(ethylamino)benzonitrile (3.4 g) in methylene chloride (50 ml) is added pyridine (2.4 ml), and thereto is added dropwise methoxyacetyl chloride (2.8 ml) which is cooled in an ice bath. The mixture is stirred at room temperature for 1 hour, and thereafter, water is added thereto, and the mixture is extracted with methylene chloride. The organic layer is dried over anhydrous sodium sulfate, and the solvent is distilled off under reduced pressure. The resulting crude crys... Product: Clc1ccc(C2=CCc3cc(Br)cnc3O2)cc1Cl. The reactants are Clc1ccc(C2C=Cc3cc(Br)cnc3O2)cc1Cl, C1CCC2=NCCCN2CC1, C1CCOC1. Reaction SMILES: [Br:1][c:2]1[cH:3][c:4]2[c:5]([n:6][cH:7]1)[O:8][CH:9]([c:12]1[cH:13][c:14]([Cl:19])[c:15]([Cl:18])[cH:16][cH:17]1)[CH:10]=[CH:11]2.[N:20]12[CH2:21][CH2:22][CH2:23][N:24]=[C:25]1[CH2:26][CH2:27][CH2:28][CH2:29][CH2:30]2.[O:31]1[CH2:32][CH2:33][CH2:34][CH2:35]1>>[Br:1][c:2]1[cH:3][c:4]2[c:5]([n:6][cH:7]1)[O:8][C:9]([c:12]1[cH:13][c:14]([Cl:19])[c:15]([Cl:18])[cH:16][cH:17]1)=[CH:10][CH2:11]2. Starting materials: C1(=CC=CC=C1)CCCCNC([C@H]1N(CCC1)C[C@H](CC(C)C)N)=O (1-[2-(S)-amino-4-methylpentyl]-L-proline 4-phenylbutylamide), C1(=CC=C(C=C1)C(=O)Cl)C1=CC=CC=C1 (4-biphenyl carbonyl chloride). Yields the product C1(=CC=CC=C1)CCCCNC([C@H]1N(CCC1)C[C@H](CC(C)C)NC(=O)C1=CC=C(C=C1)C1=CC=CC=C1)=O (1-[2-(S)-[(Biphenyl-4-carbonyl )amino]-4-methylpentyl]-L-proline 4-Phenylbutylamide). The yield is 75.1%. As a reaction SMILES: [C:1]1([CH2:7][CH2:8][CH2:9][CH2:10][NH:11][C:12](=[O:25])[C@@H:13]2[CH2:17][CH2:16][CH2:15][N:14]2[CH2:18][C@@H:19]([NH2:24])[CH2:20][CH:21]([CH3:23])[CH3:22])[CH:6]=[CH:5][CH:4]=[CH:3][CH:2]=1.[C:26]1([C:35]2[CH:40]=[CH:39][CH:38]=[CH:37][CH:36]=2)[CH:31]=[CH:30][C:29]([C:32](Cl)=[O:33])=[CH:28][CH:27]=1>>[C:1]1([CH2:7][CH2:8][CH2:9][CH2:10][NH:11][C:12](=[O:25])[C@@H:13]2[CH2:17][CH2:16][CH2:15][N:14]2[CH2:18][C@@H:19]([NH:24][C:32]([C:29]2[CH:30]=[CH:31][C:26]([C:35]3[CH:36]=[CH:37][CH:38]=[CH:39][CH:40]=3)=[CH:27][CH:28]=2)=[O:33])[CH2:20][CH:21]([CH3:22])[CH3:23])[CH:6]=[CH:5][CH:4]=[CH:3][CH:2]=1. Procedure: Using the procedure described in Example 7, treatment of 1-[2-(S)-amino-4-methylpentyl]-L-proline 4-phenylbutylamide (112 mg) with 4-biphenyl carbonyl chloride (95 mg) provided 128 mg (83%) of the title compound. The 1H NMR and Mass spectrum analysis of this compound was consistent with the structure. Reactants: C1COCCN1, CCN=C=NCCCN(C)C, O=C(O)c1ccc(Cl)nc1, ClCCl, On1nnc2ccccc21. The product is O=C(c1ccc(Cl)nc1)N1CCOCC1. RXN SMILES: [CH2:32]1[CH2:33][O:34][CH2:35][CH2:36][NH:37]1.[CH3:11][CH2:12][N:13]=[C:14]=[N:15][CH2:16][CH2:17][CH2:18][N:19]([CH3:20])[CH3:21].[Cl:1][c:2]1[n:3][cH:4][c:5]([C:6](=[O:7])[OH:8])[cH:9][cH:10]1.[Cl:38][CH2:39][Cl:40].[OH:22][n:23]1[c:24]2[c:25]([cH:26][cH:27][cH:28][cH:29]2)[n:30][n:31]1>>[Cl:1][c:2]1[n:3][cH:4][c:5]([C:6](=[O:8])[N:37]2[CH2:32][CH2:33][O:34][CH2:35][CH2:36]2)[cH:9][cH:10]1. Reactants: C1CN(C1=O)[C@@H]([C@@H](CCN)O)C(=O)O (Proclavaminic acid), NN=CS(=O)(=O)O (aminoiminomethane-sulphonic acid), N(C(=N)N)CCC[C@@H](C(=O)O)N1C(CC1)=O ((2S)-5-guanidino-2-(2-oxo-azetidin-1-yl) pentanoic acid), N(C(=N)N)CCC[C@@H](C(=O)O)N1C(CC1)=O ((2S)-5-guanidino-2-(2-oxo-azetidin-1-yl) pentanoic acid). Yields the product OC(C(C(=O)O)N1C(CC1)=O)CCNC(=N)N (3-hydroxy-5-guanidino-2-(2-oxoazetidin-1-yl)pentanoic acid). The yield is 53.0%. RXN SMILES: [CH2:1]1[C:4](=[O:5])[N:3]([C@H:6]([C:12]([OH:14])=[O:13])[C@H:7]([OH:11])[CH2:8][CH2:9][NH2:10])[CH2:2]1.NN=CS(O)(=O)=O.[NH:22](CCC[C@H](N1CCC1=O)C(O)=O)[C:23](N)=[NH:24]>>[OH:11][CH:7]([CH2:8][CH2:9][NH:10][C:23]([NH2:24])=[NH:22])[CH:6]([N:3]1[CH2:2][CH2:1][C:4]1=[O:5])[C:12]([OH:14])=[O:13]. Procedure: Proclavaminic acid (84.5 mg, 0.42 mmol) was treated aminoiminomethane-sulphonic acid in the fashion described above for the preparation 5-guanidino-2-(2-oxoazetidin-1-yl)pentanoic acid (Compound B) to give 3-hydroxy-5-guanidino-2-(2-oxoazetidin-1-yl)pentanoic acid as a white solid (62 mg, 53%), (Found: C, 38.76; H, 6.83; N, 19.54. C9H16N4O4. 2H2O requires: C, 38.57; H, 7.19; N, 19.99% (FAB; thioglycerol) MH+ 245, C9H16N4O4 requires 245; νmax.(KBr) 3 363, 1 719, 1 673, and 1 600cm-1, δH(400 MHz; ...